This data is from the Open Reaction Database (ORD), a public repository of structured organic reaction records. The task is: describe an organic reaction: reactants, conditions, products, and yield Reactants: CCCCc1nc(SC)c(C(=O)OCC)[nH]1, CN(C)C=NS(=O)(=O)c1cccc(-c2ccc(CBr)cc2)c1, [K+], [K+], [Na+], O=C([O-])[O-], O=C([O-])O, CN(C)C=O, O. The product is CCCCc1nc(SC)c(C(=O)OCC)n1Cc1ccc(-c2cccc(S(=O)(=O)N=CN(C)C)c2)cc1. Reaction SMILES: [CH2:23]([CH2:24][CH2:25][CH3:26])[c:27]1[n:28][c:29]([S:37][CH3:38])[c:30]([C:32](=[O:33])[O:34][CH2:35][CH3:36])[nH:31]1.[CH3:1][N:2]([CH3:3])[CH:4]=[N:5][S:6](=[O:7])(=[O:8])[c:9]1[cH:10][c:11](-[c:15]2[cH:16][cH:17][c:18]([CH2:21][Br:22])[cH:19][cH:20]2)[cH:12][cH:13][cH:14]1.[K+:39].[K+:40].[Na+:49].[O-:41][C:42]([O-:43])=[O:44].[O-:45][C:46]([OH:47])=[O:48].[O:50]=[CH:51][N:52]([CH3:53])[CH3:54].[OH2:55]>>[CH3:1][N:2]([CH3:3])[CH:4]=[N:5][S:6](=[O:7])(=[O:8])[c:9]1[cH:10][c:11](-[c:15]2[cH:16][cH:17][c:18]([CH2:21][n:31]3[c:27]([CH2:23][CH2:24][CH2:25][CH3:26])[n:28][c:29]([S:37][CH3:38])[c:30]3[C:32](=[O:33])[O:34][CH2:35][CH3:36])[cH:19][cH:20]2)[cH:12][cH:13][cH:14]1. The reactants are Cl.C(C1=CC=CC=C1)N1CC(OCC1)CF (N-benzyl-2-fluoromethylmorpholine hydrochloride), [H][H] (hydrogen). Reagents/catalysts: [C].[Pd] (palladium-carbon). Run in C(C)O (ethanol). Yields the product Cl.FCC1CNCCO1 (2-Fluoromethylmorpholine hydrochloride). Yield: 64.9%. RXN SMILES: [ClH:1].C([N:9]1[CH2:14][CH2:13][O:12][CH:11]([CH2:15][F:16])[CH2:10]1)C1C=CC=CC=1.[H][H]>C(O)C.[C].[Pd]>[ClH:1].[F:16][CH2:15][CH:11]1[O:12][CH2:13][CH2:14][NH:9][CH2:10]1 |f:0.1,4.5,6.7|. Reported procedure: To a solution of N-benzyl-2-fluoromethylmorpholine hydrochloride (1.46 g) in ethanol (85 ml) is added 10% palladium-carbon (0.2 g), and the mixture is stirred under hydrogen atmosphere (maximum hydrogen pressure: 6 kg/cm2) at room temperature. After completion of absorption of hydrogen gas, palladium-carbon is filtered off, and the filtrate is concentrated under reduced pressure. To the residue are added ether (2 ml) and ethanol (0.5 ml), and the precipitated crystals are separated by filtration...